describe an organic reaction: reactants, conditions, products, and yield From a dataset of the Open Reaction Database (ORD), a public repository of structured organic reaction records. Reactants: CN1CCNCC1 (N-methylpiperazine), C(C)(C)N(C(C)C)CC (N,N-diisopropylethylamine), ClC1=C(C=C(C=C1)S(=O)(=O)Cl)[N+](=O)[O-] (4-chloro-3-nitrobenzenesulfonyl chloride). The solvent is O1CCCC1 (tetrahydrofuran), O1CCCC1 (tetrahydrofuran). Reaction conditions: time 30 minute. The product is ClC1=C(C=C(C=C1)S(=O)(=O)N1CCN(CC1)C)[N+](=O)[O-] (1-(4-Chloro-3-nitrobenzenesulfonyl)-4-methylpiperazine). As a reaction SMILES: [CH3:1][N:2]1[CH2:7][CH2:6][NH:5][CH2:4][CH2:3]1.C(N(CC)C(C)C)(C)C.[Cl:17][C:18]1[CH:23]=[CH:22][C:21]([S:24](Cl)(=[O:26])=[O:25])=[CH:20][C:19]=1[N+:28]([O-:30])=[O:29]>O1CCCC1>[Cl:17][C:18]1[CH:23]=[CH:22][C:21]([S:24]([N:5]2[CH2:6][CH2:7][N:2]([CH3:1])[CH2:3][CH2:4]2)(=[O:26])=[O:25])=[CH:20][C:19]=1[N+:28]([O-:30])=[O:29]. Procedure: N-methylpiperazine 3.6 mL, N,N-diisopropylethylamine 5.7 mL and tetrahydrofuran 31 mL were mixed and dropped into a solution of 4-chloro-3-nitrobenzenesulfonyl chloride 8.19 g in tetrahydrofuran 51 mL, under cooling with ice, followed by stirring for 30 minutes under cooling with ice. The stirring was then continued for 17 hours at room temperature. The solvent was distilled off and the residue was poured in water, of which pH was raised to 9 with saturated aqueous sodium hydrogencarbonate solut... Reactants: BrC=1C=C2C(=C(C(=NC2=CC1OC)C1=CC(=CC=C1)C(F)(F)F)C)C(=O)OC (methyl 6-bromo-3-methyl-7-(methyloxy)-2-[3-(trifluoromethyl)phenyl]-4-quinolinecarboxylate), IC (iodomethane), IC (iodomethane), C(C)S(=O)O (ethanesulfinic acid), [Na] (sodium). Reagents/catalysts: [Cu]I (copper(I) iodide). The solvent is CN1C(CCC1)=O (N-methyl-2-pyrrolidone), CS(=O)C (DMSO), C(Cl)Cl (methylene chloride), O (water). Reaction conditions: temperature 120 celsius, time 90 minute. Yields the product C(C)S(=O)(=O)C=1C=C2C(=C(C(=NC2=CC1OC)C1=CC(=CC=C1)C(F)(F)F)C)C(=O)OC (methyl 6-(ethylsulfonyl)-3-methyl-7-(methyloxy)-2-[3-(trifluoromethyl)phenyl]-4-quinolinecarboxylate). Yield: 76.0%. RXN SMILES: Br[C:2]1[CH:3]=[C:4]2[C:9](=[CH:10][C:11]=1[O:12][CH3:13])[N:8]=[C:7]([C:14]1[CH:19]=[CH:18][CH:17]=[C:16]([C:20]([F:23])([F:22])[F:21])[CH:15]=1)[C:6]([CH3:24])=[C:5]2[C:25]([O:27][CH3:28])=[O:26].[CH2:29]([S:31]([OH:33])=[O:32])[CH3:30].[Na].IC>CN1CCCC1=O.CS(C)=O.C(Cl)Cl.O.[Cu]I>[CH2:29]([S:31]([C:2]1[CH:3]=[C:4]2[C:9](=[CH:10][C:11]=1[O:12][CH3:13])[N:8]=[C:7]([C:14]1[CH:19]=[CH:18][CH:17]=[C:16]([C:20]([F:23])([F:22])[F:21])[CH:15]=1)[C:6]([CH3:24])=[C:5]2[C:25]([O:27][CH3:28])=[O:26])(=[O:33])=[O:32])[CH3:30] |^1:33|. Reported procedure: To a solution of methyl 6-bromo-3-methyl-7-(methyloxy)-2-[3-(trifluoromethyl)phenyl]-4-quinolinecarboxylate (2 g, 4.40 mmol) in N-methyl-2-pyrrolidone (15 mL) and DMSO (30 mL) was added copper(I) iodide (2.52 g, 13.21 mmol) followed by ethanesulfinic acid, sodium salt (1.534 g, 13.21 mmol). The mixture was evacuated and purged with N2 three times and heated at 120° C. for 16 h. The mixture was cooled to room temperature, and iodomethane (1.377 mL, 22.01 mmol) was added. After 90 min, additional ... Starting materials: ClC(C(O)(C=1C=C2CCNC2=CC1)C(F)(F)F)(F)F (α-(chlorodifluoromethyl)-α-(trifluoromethyl)-2,3-dihydro-1H-indole-5-methanol), O=C(CC(C)=O)N1CCC2=CC(=CC=C12)CO (1-(1,3-dioxobutyl)-2,3-dihydro-1H-indole-5-methanol). The solvent is S(O)(O)(=O)=O (sulfuric acid). Yields the product ClC(C(C(F)(F)F)(O)C=1C=C2C(=CC(N3C2=C(C1)CC3)=O)C)(F)F (1,2-dihydro-8 [2-chloro-2,2-difluoro-1-hydroxy-1-(trifluoromethyl)ethyl]-6-methyl-4H-pyrrolo[3,-2,1-ij]quinolin-4-one). As a reaction SMILES: [Cl:1][C:2]([F:19])([F:18])[C:3]([C:14]([F:17])([F:16])[F:15])([C:5]1[CH:6]=[C:7]2[C:11](=[CH:12][CH:13]=1)[NH:10][CH2:9][CH2:8]2)[OH:4].[O:20]=[C:21](N1C2C(=CC(CO)=CC=2)CC1)[CH2:22][C:23](=O)[CH3:24]>S(=O)(=O)(O)O>[Cl:1][C:2]([F:18])([F:19])[C:3]([C:5]1[CH:13]=[C:12]2[C:11]3=[C:7]([CH2:8][CH2:9][N:10]3[C:21](=[O:20])[CH:22]=[C:23]2[CH3:24])[CH:6]=1)([OH:4])[C:14]([F:17])([F:15])[F:16]. Procedure: By the method of Example 7, α-(chlorodifluoromethyl)-α-(trifluoromethyl)-2,3-dihydro-1H-indole-5-methanol is converted to α-(chlorodifluoromethyl)-α-trifluoromethyl)-1-(1,3-dioxobutyl)-2,3-dihydro-1H-indole-5-methanol, m.p. 160°-164°, which is cyclized by heating in sulfuric acid to give 1,2-dihydro-8 [2-chloro-2,2-difluoro-1-hydroxy-1-(trifluoromethyl)ethyl]-6-methyl-4H-pyrrolo[3,-2,1-ij]quinolin-4-one, m.p. 294°-295°.